Dataset: the Open Reaction Database (ORD), a public repository of structured organic reaction records. Task: describe an organic reaction: reactants, conditions, products, and yield Reactants: [Cl-], [O-]Cl, Cl, [Na+], [Na+], O, N=C(N)Cc1ccccc1. Yields the product N=C(Cc1ccccc1)NCl. RXN SMILES: [Cl-:16].[Cl:12][O-:13].[ClH:1].[Na+:14].[Na+:15].[OH2:17].[c:2]1([CH2:8][C:9](=[NH:10])[NH2:11])[cH:3][cH:4][cH:5][cH:6][cH:7]1>>[Cl:1][NH:10][C:9]([CH2:8][c:2]1[cH:3][cH:4][cH:5][cH:6][cH:7]1)=[NH:11]. Starting materials: BrCc1ccccc1, c1ccc2c(c1)CCCN2, CCN(C(C)C)C(C)C, CN(C)C=O. The product is c1ccc(CN2CCCc3ccccc32)cc1. As a reaction SMILES: [Br:11][CH2:12][c:13]1[cH:14][cH:15][cH:16][cH:17][cH:18]1.[CH2:1]1[CH2:2][NH:3][c:4]2[cH:5][cH:6][cH:7][cH:8][c:9]2[CH2:10]1.[CH:19]([N:20]([CH:21]([CH3:22])[CH3:23])[CH2:24][CH3:25])([CH3:26])[CH3:27].[O:28]=[CH:29][N:30]([CH3:31])[CH3:32]>>[CH2:1]1[CH2:2][N:3]([CH2:12][c:13]2[cH:14][cH:15][cH:16][cH:17][cH:18]2)[c:4]2[cH:5][cH:6][cH:7][cH:8][c:9]2[CH2:10]1. The reactants are C(C)(=O)OCC (ethyl acetate), C(=C)C(C1=CC=CC=C1)Cl (vinylbenzylchloride), CC(C)([O-])C.[K+] (Potassium tert-butoxide), C(CCO)O (1,3-propanediol). Run in O1CCCC1 (tetrahydrofuran), O1CCCC1 (tetrahydrofuran). Run at time 15 minute. The product is petrol ether ethyl acetate, C(=C)C(C1=CC=CC=C1)OCCCO (3-(vinylbenzyloxy)-1-propanol). Yield: 80.7%. RXN SMILES: CC(C)([O-])C.[K+].[CH2:7]([OH:11])[CH2:8][CH2:9][OH:10].[CH:12]([CH:14](Cl)[C:15]1[CH:20]=[CH:19][CH:18]=[CH:17][CH:16]=1)=[CH2:13].C(OCC)(=O)C>O1CCCC1>[CH:12]([CH:14]([O:10][CH2:9][CH2:8][CH2:7][OH:11])[C:15]1[CH:20]=[CH:19][CH:18]=[CH:17][CH:16]=1)=[CH2:13] |f:0.1|. Reported procedure: Potassium tert-butoxide (23.07 g, 0.206 mol) was added to a stirred solution of 1,3-propanediol (44.92 g, 0.591 mol) in dry tetrahydrofuran (400 ml) under an atmosphere of nitrogen. The reaction mixture was stirred for 15 min then a solution of vinylbenzylchloride (mixture of meta and para isomers) (30.00 g, 0.197 mol) in dry tetrahydrofuran (100 ml) was added dropwise over 30 min. The reaction was heated at reflux overnight then the tetrahydrofuran was removed in vacuo and the residue taken-up ... The reactants are C([O-])(O)=O.[Na+] (sodium bicarbonate), NC1=NC=C(N=C1)Br (2-amino-5-bromopyrazine), OC1=C(C=CC=C1)B(O)O (2-hydroxyphenylboronic acid), C(C)#N (acetonitrile). The reagents and catalysts are Cl[Pd]([P](C1=CC=CC=C1)(C2=CC=CC=C2)C3=CC=CC=C3)([P](C4=CC=CC=C4)(C5=CC=CC=C5)C6=CC=CC=C6)Cl (dichlorobis(triphenylphosphine)palladium(II)). Solvent: O (water), C(C)(=O)OCC (ethyl acetate). Run at temperature 150 celsius. Product: OC1=C(C=CC=C1)C=1N=CC(=NC1)N (5-(2-hydroxy-phenyl)-pyrazin-2-ylamine). The yield is 255.3%. As a reaction SMILES: [NH2:1][C:2]1[CH:7]=[N:6][C:5](Br)=[CH:4][N:3]=1.[OH:9][C:10]1[CH:15]=[CH:14][CH:13]=[CH:12][C:11]=1B(O)O.C(#N)C.C(=O)(O)[O-].[Na+]>Cl[Pd](Cl)([P](C1C=CC=CC=1)(C1C=CC=CC=1)C1C=CC=CC=1)[P](C1C=CC=CC=1)(C1C=CC=CC=1)C1C=CC=CC=1.O.C(OCC)(=O)C>[OH:9][C:10]1[CH:15]=[CH:14][CH:13]=[CH:12][C:11]=1[C:5]1[N:6]=[CH:7][C:2]([NH2:1])=[N:3][CH:4]=1 |f:3.4,^1:29,48|. Reported procedure: To each of 8 microwave tubes was added 2-amino-5-bromopyrazine (174 mg, 1.00 mmol), 2-hydroxyphenylboronic acid (151 mg, 1.10 mmol), acetonitrile (3 mL), dichlorobis(triphenylphosphine)palladium(II) (36 mg, 0.05 mmol), and a 1M aqueous sodium bicarbonate solution (1 mL). The 8 tubes were microwave-heated at 150° C. for 15 min. The reaction mixture was cooled and then poured into a solution of ethyl acetate and water. The organic layer was washed with a saturated aqueous sodium chloride solution,... Reactants: C, CCCCCCCCCCOc1ccc2cc(C(=O)Oc3ccc(C(=O)OCc4ccccc4)cc3)ccc2c1, C1CCOC1, [H][H], [Pd]. Product: CCCCCCCCCCOc1ccc2cc(C(=O)Oc3ccc(C(=O)O)cc3)ccc2c1. Reaction SMILES: [C:43].[CH2:1]([c:2]1[cH:3][cH:4][cH:5][cH:6][cH:7]1)[O:8][C:9]([c:10]1[cH:11][cH:12][c:13]([O:16][C:17](=[O:18])[c:19]2[cH:20][c:21]3[cH:22][cH:23][c:24]([O:29][CH2:30][CH2:31][CH2:32][CH2:33][CH2:34][CH2:35][CH2:36][CH2:37][CH2:38][CH3:39])[cH:25][c:26]3[cH:27][cH:28]2)[cH:14][cH:15]1)=[O:40].[CH2:45]1[O:46][CH2:47][CH2:48][CH2:49]1.[H:41][H:42].[Pd:44]>>[O:8]=[C:9]([c:10]1[cH:11][cH:12][c:13]([O:16][C:17](=[O:18])[c:19]2[cH:20][c:21]3[cH:22][cH:23][c:24]([O:29][CH2:30][CH2:31][CH2:32][CH2:33][CH2:34][CH2:35][CH2:36][CH2:37][CH2:38][CH3:39])[cH:25][c:26]3[cH:27][cH:28]2)[cH:14][cH:15]1)[OH:40].